This data is from the Open Reaction Database (ORD), a public repository of structured organic reaction records. The task is: describe an organic reaction: reactants, conditions, products, and yield Reactants: [Al+3], C1CCOC1, [H-], [H-], [H-], [H-], [Li+], CCOC(=O)c1cc(CCN2CCCC2)c[nH]1, [Na+], [OH-], O. Product: OCc1cc(CCN2CCCC2)c[nH]1. As a reaction SMILES: [Al+3:19].[CH2:27]1[O:28][CH2:29][CH2:30][CH2:31]1.[H-:18].[H-:21].[H-:22].[H-:23].[Li+:20].[N:1]1([CH2:6][CH2:7][c:8]2[cH:9][c:10]([C:13](=[O:14])[O:15][CH2:16][CH3:17])[nH:11][cH:12]2)[CH2:2][CH2:3][CH2:4][CH2:5]1.[Na+:25].[OH-:24].[OH2:26]>>[N:1]1([CH2:6][CH2:7][c:8]2[cH:9][c:10]([CH2:13][OH:14])[nH:11][cH:12]2)[CH2:2][CH2:3][CH2:4][CH2:5]1.